From a dataset of the Open Reaction Database (ORD), a public repository of structured organic reaction records. describe an organic reaction: reactants, conditions, products, and yield Starting materials: OCC1=CC(=NC(=C1)C(C)(C)C)C(C)(C)C (4-hydroxymethyl-2,6-di-t-butylpyridine), OCC1=CC(=NC(=C1)C(C)(C)C)C(C)(C)C (4-hydroxymethyl-2,6-di-t-butylpyridine), CC(=O)C (acetone). Yields the product C(C)(C)(C)C=1C=C(C(=O)O)C=C(N1)C(C)(C)C (2,6-Di-t-butylisonicotinic acid). RXN SMILES: [OH:1][CH2:2][C:3]1[CH:8]=[C:7]([C:9]([CH3:12])([CH3:11])[CH3:10])[N:6]=[C:5]([C:13]([CH3:16])([CH3:15])[CH3:14])[CH:4]=1.CC(C)=[O:19]>>[C:13]([C:5]1[CH:4]=[C:3]([CH:8]=[C:7]([C:9]([CH3:10])([CH3:12])[CH3:11])[N:6]=1)[C:2]([OH:19])=[O:1])([CH3:16])([CH3:15])[CH3:14]. Procedure details: Jone's reagent was added dropwise to a solution of 4-hydroxymethyl-2,6-di-t-butylpyridine (Compound B3, 302 mg, 1.37 mmol) in 5 ml of acetone until the solution changed color from light yellow to orange (55 drops of Jone's reagent were consumed). After 5 minutes 2 ml of isopropanol were added to the reaction mixture, and a green precipitate of Cr3+ salt was formed. The precipitate was removed by filtration and the solution was diluted with ethyl acetate, then washed with brine, water and dried o... The reactants are C(C)(C)(C)OC(=O)N1CCN(CC1)C1=NC=CC=C1OCC1=CC=NC=C1 (4-[3-(Pyridin-4-ylmethoxy)-pyridin-2-yl]piperazine-1-carboxylic acid tert-butyl ester), FC(C(=O)O)(F)F (trifluoroacetic acid). The solvent is ClCCl (dichloromethane). Conditions: time 3 hour. The product is FC(C(=O)O)(F)F.N1=CC=C(C=C1)COC=1C(=NC=CC1)N1CCNCC1 (1-[3-(Pyridin-4-ylmethoxy)pyridin-2-yl]-piperazine trifluoroacetic acid salt). Reaction SMILES: C(OC([N:8]1[CH2:13][CH2:12][N:11]([C:14]2[C:19]([O:20][CH2:21][C:22]3[CH:27]=[CH:26][N:25]=[CH:24][CH:23]=3)=[CH:18][CH:17]=[CH:16][N:15]=2)[CH2:10][CH2:9]1)=O)(C)(C)C.[F:28][C:29]([F:34])([F:33])[C:30]([OH:32])=[O:31]>ClCCl>[F:28][C:29]([F:34])([F:33])[C:30]([OH:32])=[O:31].[N:25]1[CH:26]=[CH:27][C:22]([CH2:21][O:20][C:19]2[C:14]([N:11]3[CH2:12][CH2:13][NH:8][CH2:9][CH2:10]3)=[N:15][CH:16]=[CH:17][CH:18]=2)=[CH:23][CH:24]=1 |f:3.4|. Procedure: The crude 4-[3-(Pyridin-4-ylmethoxy)-pyridin-2-yl]piperazine-1-carboxylic acid tert-butyl ester (˜500 mg) was dissolved in 10 mL of 30% trifluoroacetic acid in dichloromethane. The reaction mixture was stirred for 3 hr and then the solvent was removed under vacuum. The impure material was used without purification. Starting materials: CCOC(=O)c1cc2ncnc(NCCc3cnc(NC(=O)Nc4cccc(C(F)(F)F)c4)s3)c2s1, C1CCOC1, Cl, [Li+], [OH-], O, O. The product is O=C(Nc1cccc(C(F)(F)F)c1)Nc1ncc(CCNc2ncnc3cc(C(=O)O)sc23)s1. RXN SMILES: [CH2:1]([CH3:2])[O:3][C:4](=[O:5])[c:6]1[cH:7][c:8]2[n:9][cH:10][n:11][c:12]([NH:15][CH2:16][CH2:17][c:18]3[cH:19][n:20][c:21]([NH:23][C:24](=[O:25])[NH:26][c:27]4[cH:28][c:29]([C:33]([F:34])([F:35])[F:36])[cH:30][cH:31][cH:32]4)[s:22]3)[c:13]2[s:14]1.[CH2:41]1[O:42][CH2:43][CH2:44][CH2:45]1.[ClH:40].[Li+:38].[OH-:37].[OH2:39].[OH2:46]>>[O:3]=[C:4]([OH:5])[c:6]1[cH:7][c:8]2[n:9][cH:10][n:11][c:12]([NH:15][CH2:16][CH2:17][c:18]3[cH:19][n:20][c:21]([NH:23][C:24](=[O:25])[NH:26][c:27]4[cH:28][c:29]([C:33]([F:34])([F:35])[F:36])[cH:30][cH:31][cH:32]4)[s:22]3)[c:13]2[s:14]1. The reactants are C(C)(C)(C)OOC1(CC(CC(C1)C)(C)C)OOC(C)(C)C (1,1-bis(tert-butylperoxy)-3,3,5-trimethylcyclohexane), C=CC1=CC=CC=C1 (styrene), C1(\C=C/C(=O)O1)=O (maleic anhydride), C=CC1=CC=CC=C1 (styrene), liquid. Conditions: temperature 100 celsius, time 8 hour. Yields the product C=CC1=CC=CC=C1.C1(\C=C/C(=O)O1)=O (styrene/maleic anhydride). As a reaction SMILES: C(OOC1(OOC(C)(C)C)CC(C)CC(C)(C)C1)(C)(C)C.[CH2:22]=[CH:23][C:24]1[CH:29]=[CH:28][CH:27]=[CH:26][CH:25]=1.[C:30]1(=[O:36])[O:35][C:33](=[O:34])[CH:32]=[CH:31]1>>[CH2:22]=[CH:23][C:24]1[CH:29]=[CH:28][CH:27]=[CH:26][CH:25]=1.[C:33]1(=[O:34])[O:35][C:30](=[O:36])[CH:31]=[CH:32]1 |f:3.4|. Procedure: 3.68 g of 1,1-bis(tert-butylperoxy)-3,3,5-trimethylcyclohexane as a polymerization initiator was added to 10 kg of styrene monomer and 0.35 kg of maleic anhydride. The resulting mixture was stirred and then allowed to stand at room temperature overnight, and was filtered through a filter paper to obtain a starting material for polymerization. After replacing with styrene monomer inside an autoclave made of stainless and having a volume of 2 L, the temperature was raised to 100° C and the startin... Reactants: O=C([O-])[O-], CC1CCCN1CCCOc1ccc2c(c1)CCC(=O)N2, CN(C)C=O, [Cs+], [Cs+], I[Cu]I, N#Cc1ccc(I)cc1, O. The product is CC1CCCN1CCCOc1ccc2c(c1)CCC(=O)N2c1ccc(C#N)cc1. As a reaction SMILES: [C:31](=[O:32])([O-:33])[O-:34].[CH3:1][CH:2]1[N:3]([CH2:7][CH2:8][CH2:9][O:10][c:11]2[cH:12][c:13]3[c:18]([cH:19][cH:20]2)[NH:17][C:16](=[O:21])[CH2:15][CH2:14]3)[CH2:4][CH2:5][CH2:6]1.[CH3:37][N:38]([CH3:39])[CH:40]=[O:41].[Cs+:35].[Cs+:36].[Cu:43]([I:44])[I:45].[I:22][c:23]1[cH:24][cH:25][c:26]([C:27]#[N:28])[cH:29][cH:30]1.[OH2:42]>>[CH3:1][CH:2]1[N:3]([CH2:7][CH2:8][CH2:9][O:10][c:11]2[cH:12][c:13]3[c:18]([cH:19][cH:20]2)[N:17]([c:23]2[cH:24][cH:25][c:26]([C:27]#[N:28])[cH:29][cH:30]2)[C:16](=[O:21])[CH2:15][CH2:14]3)[CH2:4][CH2:5][CH2:6]1. The reactants are ClCCl, COCC(=O)Cl, Cl, COC(=O)Oc1cc(Nc2ncnc3cc(N)c(OC)cc23)c(F)cc1C, c1ccncc1. Product: COCC(=O)Nc1cc2ncnc(Nc3cc(OC(=O)OC)c(C)cc3F)c2cc1OC. RXN SMILES: [CH2:35]([Cl:36])[Cl:37].[CH3:1][O:2][CH2:3][C:4](=[O:5])[Cl:6].[ClH:7].[NH2:8][c:9]1[c:10]([O:33][CH3:34])[cH:11][c:12]2[c:13]([NH:19][c:20]3[c:21]([F:32])[cH:22][c:23]([CH3:31])[c:24]([O:26][C:27](=[O:28])[O:29][CH3:30])[cH:25]3)[n:14][cH:15][n:16][c:17]2[cH:18]1.[cH:38]1[cH:39][cH:40][n:41][cH:42][cH:43]1>>[CH3:1][O:2][CH2:3][C:4](=[O:5])[NH:8][c:9]1[c:10]([O:33][CH3:34])[cH:11][c:12]2[c:13]([NH:19][c:20]3[c:21]([F:32])[cH:22][c:23]([CH3:31])[c:24]([O:26][C:27](=[O:28])[O:29][CH3:30])[cH:25]3)[n:14][cH:15][n:16][c:17]2[cH:18]1. The reactants are COCCCCCCCCCCCC(=O)NCc1ccccc1, COCCCCCCCCCCCC(=O)O, Cc1ccccc1, O=C(Cl)C(=O)Cl. The product is COCCCCCCCCCCCC(=O)Cl. As a reaction SMILES: [CH3:1][O:2][CH2:3][CH2:4][CH2:5][CH2:6][CH2:7][CH2:8][CH2:9][CH2:10][CH2:11][CH2:12][CH2:13][C:14](=[O:15])[NH:16][CH2:17][c:18]1[cH:19][cH:20][cH:21][cH:22][cH:23]1.[CH3:24][O:25][CH2:26][CH2:27][CH2:28][CH2:29][CH2:30][CH2:31][CH2:32][CH2:33][CH2:34][CH2:35][CH2:36][C:37]([OH:38])=[O:39].[CH3:46][c:47]1[cH:48][cH:49][cH:50][cH:51][cH:52]1.[Cl:40][C:41]([C:42]([Cl:43])=[O:44])=[O:45]>>[CH3:1][O:2][CH2:3][CH2:4][CH2:5][CH2:6][CH2:7][CH2:8][CH2:9][CH2:10][CH2:11][CH2:12][CH2:13][C:14](=[O:15])[Cl:40].